Dataset: the Open Reaction Database (ORD), a public repository of structured organic reaction records. Task: describe an organic reaction: reactants, conditions, products, and yield Reactants: Ti(OEt)4, C1(CC1)CC(C)=O (1-cyclopropylpropan-2-one), CC(C)(C)S(=O)N (2-methylpropane-2-sulfinamide). Run in C1CCOC1 (THF). Product: C1(CC1)C\C(\C)=N\S(=O)C(C)(C)C (2-methyl-propane-2-sulfinic acid [2-cyclopropyl-1-methyl-eth-(E)-ylidene]-amide). Reaction SMILES: [CH:1]1([CH2:4][C:5](=O)[CH3:6])[CH2:3][CH2:2]1.[CH3:8][C:9]([S:12]([NH2:14])=[O:13])([CH3:11])[CH3:10]>C1COCC1>[CH:1]1([CH2:4]/[C:5](=[N:14]/[S:12]([C:9]([CH3:11])([CH3:10])[CH3:8])=[O:13])/[CH3:6])[CH2:3][CH2:2]1. Procedure details: A 25 mL round bottomed flask was charged with Ti(OEt)4 (technical grade, 0.37 mL, 1.4 mmol) and 1-cyclopropylpropan-2-one (79.0 mg, 0.81 mmol) in THF (1.45 mL), under an argon atmosphere. Then 2-methylpropane-2-sulfinamide (88.7 mg, 0.73 mmol) was added and the reaction mixture was heated to reflux overnight. After cooling to room temperature the reaction mixture was poured onto brine (1.7 mL), with rapid stirring. The resulting suspension was filtered through a pad of celite. The filtrate was c...